From a dataset of the Open Reaction Database (ORD), a public repository of structured organic reaction records. describe an organic reaction: reactants, conditions, products, and yield The product is O=C=NS(=O)(=O)c1ccccc1Oc1ccccc1. The reactants are CCCCCCN=C=O, O=C(Cl)OC(Cl)(Cl)Cl, C1CN2CCN1CC2, NS(=O)(=O)c1ccccc1Oc1ccccc1, Cc1ccccc1C. RXN SMILES: [CH2:18]([N:19]=[C:25]=[O:26])[CH2:20][CH2:21][CH2:22][CH2:23][CH3:24].[Cl:35][C:36]([O:37][C:38]([Cl:39])([Cl:40])[Cl:41])=[O:42].[N:27]12[CH2:28][CH2:29][N:30]([CH2:31][CH2:32]1)[CH2:33][CH2:34]2.[O:1]([c:2]1[cH:3][cH:4][cH:5][cH:6][cH:7]1)[c:8]1[c:9]([S:14](=[O:15])(=[O:16])[NH2:17])[cH:10][cH:11][cH:12][cH:13]1.[c:43]1([CH3:44])[c:45]([CH3:46])[cH:47][cH:48][cH:49][cH:50]1>>[O:1]([c:2]1[cH:3][cH:4][cH:5][cH:6][cH:7]1)[c:8]1[c:9]([S:14](=[O:15])(=[O:16])[N:17]=[C:25]=[O:26])[cH:10][cH:11][cH:12][cH:13]1.